Dataset: the Open Reaction Database (ORD), a public repository of structured organic reaction records. Task: describe an organic reaction: reactants, conditions, products, and yield As a reaction SMILES: [CH3:40][CH2:41][OH:42].[OH:1][CH:2]([CH2:3][NH:4][c:5]1[cH:6][cH:7][c:8]([CH2:11][CH2:12][NH:13][CH2:14][CH:15]([c:16]2[cH:17][c:18]([NH:30][CH:31]=[O:32])[c:19]([O:22][CH2:23][c:24]3[cH:25][cH:26][cH:27][cH:28][cH:29]3)[cH:20][cH:21]2)[OH:33])[cH:9][cH:10]1)[c:34]1[cH:35][cH:36][cH:37][cH:38][cH:39]1>>[OH:1][CH:2]([CH2:3][NH:4][c:5]1[cH:6][cH:7][c:8]([CH2:11][CH2:12][NH:13][CH2:14][CH:15]([c:16]2[cH:17][c:18]([NH:30][CH:31]=[O:32])[c:19]([OH:22])[cH:20][cH:21]2)[OH:33])[cH:9][cH:10]1)[c:34]1[cH:35][cH:36][cH:37][cH:38][cH:39]1. Starting materials: CCO, O=CNc1cc(C(O)CNCCc2ccc(NCC(O)c3ccccc3)cc2)ccc1OCc1ccccc1. Yields the product O=CNc1cc(C(O)CNCCc2ccc(NCC(O)c3ccccc3)cc2)ccc1O. Reactants: Cc1ccccc1, O=C=Nc1cc(Cl)cc(Cl)c1, COC(=O)NN. The product is COC(=O)NNC(=O)Nc1cc(Cl)cc(Cl)c1. As a reaction SMILES: [CH3:18][c:19]1[cH:20][cH:21][cH:22][cH:23][cH:24]1.[Cl:1][c:2]1[cH:3][c:4]([N:9]=[C:10]=[O:11])[cH:5][c:6]([Cl:8])[cH:7]1.[NH:12]([NH2:13])[C:14](=[O:15])[O:16][CH3:17]>>[Cl:1][c:2]1[cH:3][c:4]([NH:9][C:10](=[O:11])[NH:13][NH:12][C:14](=[O:15])[O:16][CH3:17])[cH:5][c:6]([Cl:8])[cH:7]1. RXN SMILES: [C:1]([CH3:2])(=[O:3])[c:4]1[cH:5][c:6]([C:21](=[O:22])[OH:23])[cH:7][c:8]2[c:9](=[O:20])[cH:10][c:11]([N:14]3[CH2:15][CH2:16][O:17][CH2:18][CH2:19]3)[o:12][c:13]12.[CH3:33][N:34]([CH2:35][CH2:36][NH2:37])[CH3:38].[CH:24]([N:25]([CH2:26][CH3:27])[CH:28]([CH3:29])[CH3:30])([CH3:31])[CH3:32].[Cl:39][CH2:40][Cl:41]>>[C:1]([CH3:2])(=[O:3])[c:4]1[cH:5][c:6]([C:21](=[O:22])[NH:37][CH2:36][CH2:35][N:34]([CH3:33])[CH3:38])[cH:7][c:8]2[c:9](=[O:20])[cH:10][c:11]([N:14]3[CH2:15][CH2:16][O:17][CH2:18][CH2:19]3)[o:12][c:13]12. Yields the product CC(=O)c1cc(C(=O)NCCN(C)C)cc2c(=O)cc(N3CCOCC3)oc12. The reactants are CC(=O)c1cc(C(=O)O)cc2c(=O)cc(N3CCOCC3)oc12, CN(C)CCN, CCN(C(C)C)C(C)C, ClCCl. Starting materials: CO, CS(=O)(=O)NCCOc1cc([N+](=O)[O-])cc(C(F)(F)F)c1. The product is CS(=O)(=O)NCCOc1cc(N)cc(C(F)(F)F)c1. Reaction SMILES: [CH3:22][OH:23].[N+:1]([O-:2])(=[O:3])[c:4]1[cH:5][c:6]([O:14][CH2:15][CH2:16][NH:17][S:18](=[O:19])(=[O:20])[CH3:21])[cH:7][c:8]([C:10]([F:11])([F:12])[F:13])[cH:9]1>>[NH2:1][c:4]1[cH:5][c:6]([O:14][CH2:15][CH2:16][NH:17][S:18](=[O:19])(=[O:20])[CH3:21])[cH:7][c:8]([C:10]([F:11])([F:12])[F:13])[cH:9]1. Starting materials: N1C(NC(C1)=O)=O.C1(=CC=CC=C1)C1(C(N(C(N1)=O)CO)=O)C1=CC=CC=C1 (5,5-Diphenyl-3-hydroxymethyl-2,4-imidazolidine-dione imidazolidinedione), BrC(C(=O)Cl)C (2-bromopropionyl chloride). Solvent: C(C)OCC (ethyl ether). The product is BrC(C(=O)OCN1C(NC(C1=O)(C1=CC=CC=C1)C1=CC=CC=C1)=O)C (3-(2'-Bromopropionyl )oxymethyl-5,5- diphenyl-2,4 -imidazolidinedione). As a reaction SMILES: N1CC(=O)NC1=O.[C:8]1([C:14]2([C:23]3[CH:28]=[CH:27][CH:26]=[CH:25][CH:24]=3)[NH:18][C:17](=[O:19])[N:16]([CH2:20][OH:21])[C:15]2=[O:22])[CH:13]=[CH:12][CH:11]=[CH:10][CH:9]=1.[Br:29][CH:30]([CH3:34])[C:31](Cl)=[O:32]>C(OCC)C>[Br:29][CH:30]([CH3:34])[C:31]([O:21][CH2:20][N:16]1[C:15](=[O:22])[C:14]([C:8]2[CH:9]=[CH:10][CH:11]=[CH:12][CH:13]=2)([C:23]2[CH:24]=[CH:25][CH:26]=[CH:27][CH:28]=2)[NH:18][C:17]1=[O:19])=[O:32] |f:0.1|. Procedure: 5,5-Diphenyl-3-hydroxymethyl-2,4-imidazolidine-dione imidazolidinedione (2 g, 0.0071 tool) was dissolved in 2-bromopropionyl chloride (8.5 g, 5 ml, 0.05 mol) by heating for 30 minutes on a 100°-110° C. oil bath. The reaction mixture was cooled, 20 ml of ethyl ether were added, and the resultant solution was extracted with aqueous potassium carbonate, dried and then crystallized. The product was obtained as a solid white substance (1 g, 34% ), m.p. 112°-115° C. Anal. calc. for C19H17N2O4Br: C, 54...